Task: describe an organic reaction: reactants, conditions, products, and yield. Dataset: the Open Reaction Database (ORD), a public repository of structured organic reaction records Starting materials: ClC=1C(=C(N)C=CC1)C (3-chloro-2-methylaniline), C1(=CC=C(C=C1)S(=O)(=O)Cl)C (p-toluene sulfonylchloride). Solvent: N1=CC=CC=C1 (pyridine). Run at time 30 minute. Yields the product ClC=1C(=C(C=CC1)NS(=O)(=O)C1=CC=C(C=C1)C)C (N-(3-chloro-2-methylphenyl)-4-methylbenzenesulfonamide). The yield is 97.4%. As a reaction SMILES: [Cl:1][C:2]1[C:3]([CH3:9])=[C:4]([CH:6]=[CH:7][CH:8]=1)[NH2:5].[C:10]1([CH3:20])[CH:15]=[CH:14][C:13]([S:16](Cl)(=[O:18])=[O:17])=[CH:12][CH:11]=1>N1C=CC=CC=1>[Cl:1][C:2]1[C:3]([CH3:9])=[C:4]([NH:5][S:16]([C:13]2[CH:14]=[CH:15][C:10]([CH3:20])=[CH:11][CH:12]=2)(=[O:18])=[O:17])[CH:6]=[CH:7][CH:8]=1. Procedure: 18.7 g of 3-chloro-2-methylaniline was dissolved in 120 mL of pyridine, and 22.9 g of p-toluene sulfonylchloride was added portionwise thereto over 30 minutes, followed by stirring at room temperature overnight. The reaction liquid was concentrated under reduced pressure, and to the obtained residue was added water, followed by extraction with ethyl acetate. The organic layer was washed with 1 M hydrochloric acid, saturated brine, an aqueous saturated sodium hydrogen carbonate solution, and satu... Reactants: CC(=O)O, CO, [Cl-], CN1CCN(Cc2ccc([N+](=O)[O-])cc2Cl)CC1, N#N, [NH4+], O. Yields the product CN1CCN(Cc2ccc(N)cc2Cl)CC1. Reaction SMILES: [CH3:23][C:24](=[O:25])[OH:26].[CH3:27][OH:28].[Cl-:19].[Cl:1][c:2]1[c:3]([CH2:4][N:5]2[CH2:6][CH2:7][N:8]([CH3:11])[CH2:9][CH2:10]2)[cH:12][cH:13][c:14]([N+:16]([O-:17])=[O:18])[cH:15]1.[N:21]#[N:22].[NH4+:20].[OH2:29]>>[Cl:1][c:2]1[c:3]([CH2:4][N:5]2[CH2:6][CH2:7][N:8]([CH3:11])[CH2:9][CH2:10]2)[cH:12][cH:13][c:14]([NH2:16])[cH:15]1. Starting materials: [PH2](=O)[O-].[Na+] (Sodium hypophosphite), C(C)OC(CNC1=NC=CC=C1C#N)=O ((3-Cyanopyridin-2-ylamino)acetic acid ethyl ester). The reagents and catalysts are [Ni] (Raney nickel). Run in O.CC(=O)O.N1=CC=CC=C1 (H2O CH3COOH pyridine). Conditions: time 3 hour. Product: C(C)OC(CNC1=NC=CC=C1C=O)=O ((3-Formylpyridin-2-ylamino)acetic acid ethyl ester). Yield: 82.3%. As a reaction SMILES: [CH2:1]([O:3][C:4](=[O:15])[CH2:5][NH:6][C:7]1[C:12]([C:13]#N)=[CH:11][CH:10]=[CH:9][N:8]=1)[CH3:2].[PH2]([O-])=[O:17].[Na+]>[Ni].O.CC(O)=O.N1C=CC=CC=1>[CH2:1]([O:3][C:4](=[O:15])[CH2:5][NH:6][C:7]1[C:12]([CH:13]=[O:17])=[CH:11][CH:10]=[CH:9][N:8]=1)[CH3:2] |f:1.2,4.5.6|. Procedure: (3-Cyanopyridin-2-ylamino)acetic acid ethyl ester (2.6 g, 12.6 mmol) was dissolved into a 1:1:2 mixture of H2O/CH3COOH/pyridine (75 mL) under argon. Sodium hypophosphite (5.0 g) and Raney nickel (2.0 g) were added and the mixture was stirred at room temperature for 3 h. The slurry was filtered through a bed of celite and the filter cake was washed with water. Concentrated NH4OH was added to the filtrate until pH 10 was reached. The solution was extracted with ethyl acetate (4×50 mL). The organic... The reactants are ClC1=NC=CC(=N1)N(C1=CC2=C(N(C(=N2)NCCC2=CC=CC=C2)C)C=C1)C (N5-(2-Chloro-pyrimidin-4-yl)-1,N5-dimethyl-N2-phenethyl-1H-benzoimidazole-2,5-diamine), NC1=CC=C(C=C1)CS(=O)(=O)N ((4-amino-phenyl)-methanesulfonamide). Product: Cl.CN(C1=NC(=NC=C1)NC1=CC=C(C=C1)CS(=O)(=O)N)C1=CC2=C(N(C(=N2)NCCC2=CC=CC=C2)C)C=C1 ((4-{4-[Methyl-(1-methyl-2-phenethylamino-1H-benzoimidazol-5-yl)-amino]-pyrimidin-2-ylamino}-phenyl)-methanesulfonamide hydrochloride). Reaction SMILES: [Cl:1][C:2]1[N:7]=[C:6]([N:8]([CH3:28])[C:9]2[CH:27]=[CH:26][C:12]3[N:13]([CH3:25])[C:14]([NH:16][CH2:17][CH2:18][C:19]4[CH:24]=[CH:23][CH:22]=[CH:21][CH:20]=4)=[N:15][C:11]=3[CH:10]=2)[CH:5]=[CH:4][N:3]=1.[NH2:29][C:30]1[CH:35]=[CH:34][C:33]([CH2:36][S:37]([NH2:40])(=[O:39])=[O:38])=[CH:32][CH:31]=1>>[ClH:1].[CH3:28][N:8]([C:9]1[CH:27]=[CH:26][C:12]2[N:13]([CH3:25])[C:14]([NH:16][CH2:17][CH2:18][C:19]3[CH:24]=[CH:23][CH:22]=[CH:21][CH:20]=3)=[N:15][C:11]=2[CH:10]=1)[C:6]1[CH:5]=[CH:4][N:3]=[C:2]([NH:29][C:30]2[CH:35]=[CH:34][C:33]([CH2:36][S:37]([NH2:40])(=[O:38])=[O:39])=[CH:32][CH:31]=2)[N:7]=1 |f:2.3|. Reported procedure: The title compound was prepared following the procedure of example 1 with N5-(2-Chloro-pyrimidin-4-yl)-1,N5-dimethyl-N2-phenethyl-1H-benzoimidazole-2,5-diamine (98 mg, 0.25 mmol) and (4-amino-phenyl)-methanesulfonamide (46 mg, 0.25 mmol) as a white solid (37 mg, 26%). 1H NMR (300 MHz, d6-DMSO) δ 9.17 (s, 1H), 7.76-7.78 (m, 3H), 7.21-7.34 (m, 8H), 7.19 (s, 1H), 7.13 (d, J=1.8 Hz, 1H), 7.00 (br s, 1H), 6.84 (dd, J=8.1 and 1.5 Hz, 1H), 6.77 (s, 2H), 5.63 (d, J=6.0 Hz, 1H), 4.16 (s, 2H), 3.54-3.61 (... The reactants are O=C1CC2(CCN(CC2)C(=O)OC(C)(C)C)OC2=CC=C(C=C12)C1=NN=NN1 (tert-butyl 4-oxo-6-(1H-tetrazol-5-yl)spiro[chroman-2,4′-piperidine]-1′-carboxylate), Cl (HCl). Solvent: CO (methanol). Yields the product Cl.N1N=NN=C1C=1C=C2C(CC3(CCNCC3)OC2=CC1)=O (6-(1H-tetrazol-5-yl)spiro[chroman-2,4′-piperidine]-4-one hydrochloride salt). RXN SMILES: [O:1]=[C:2]1[C:23]2[C:18](=[CH:19][CH:20]=[C:21]([C:24]3[NH:28][N:27]=[N:26][N:25]=3)[CH:22]=2)[O:17][C:4]2([CH2:9][CH2:8][N:7](C(OC(C)(C)C)=O)[CH2:6][CH2:5]2)[CH2:3]1.[ClH:29]>CO>[ClH:29].[NH:28]1[C:24]([C:21]2[CH:22]=[C:23]3[C:18](=[CH:19][CH:20]=2)[O:17][C:4]2([CH2:9][CH2:8][NH:7][CH2:6][CH2:5]2)[CH2:3][C:2]3=[O:1])=[N:25][N:26]=[N:27]1 |f:3.4|. Procedure: A mixture of 5-bromo-2-hydroxyacetophenone (104.35 g, 485.26 mmol), N-Boc-piperidin-4-one (98.62 g, 494.96 mmol), 20 mL of pyrrolidine (17.26 g, 242.63 mmol) and 261 mL of MeOH was heated under reflux until the reaction was complete. The mixture was cooled, then 87 mL of H2O were added, and the mixture was filtered and dried to give tert-butyl 6-bromo-4-oxospiro[chroman-2,4′-piperidine]-1′-carboxylate. Alternatively, 10 mL of pyrrolidine (121.31 mmol) may be used in this procedure. To a solution... The reactants are C(C)(C)[N-]C(C)C.[Li+] (Lithium diisopropylamide), FC(C(=O)OCC)(F)F (Ethyl trifluoroacetate), Cl (hydrochloric acid), FC1=NC=CC=C1 (2-Fluoropyridine). Solvent: C1CCOC1 (THF). Conditions: temperature -78 celsius, time 3 hour. The product is hydrate, FC(C(=O)C=1C(=NC=CC1)F)(F)F (2,2,2-trifluoro-1-(2-fluoropyridin-3-yl)ethanone). Yield: 79.4%. Reaction SMILES: C([N-]C(C)C)(C)C.[Li+].[F:9][C:10]1[CH:15]=[CH:14][CH:13]=[CH:12][N:11]=1.[F:16][C:17]([F:24])([F:23])[C:18](OCC)=[O:19].Cl>C1COCC1>[F:16][C:17]([F:24])([F:23])[C:18]([C:15]1[C:10]([F:9])=[N:11][CH:12]=[CH:13][CH:14]=1)=[O:19] |f:0.1|. Reported procedure: Lithium diisopropylamide (8.2 mL, 14.8 mmol, 1.8M in heptane) was added to THF (20 mL) cooled to −78° C. in a dry ice/acetone bath. 2-Fluoropyridine (1.07 mL, 12.4 mmol) was added dropwise, and the resulting mixture was stirred at −78° C. for 3 hours. Ethyl trifluoroacetate (2.06 mL, 17.2 mmol) was added to the suspension dropwise. The reaction mixture was allowed to slowly warm to room temperature. After 1 hour, the mixture was poured into 1M hydrochloric acid (35 mL) and extracted twice with e... Starting materials: CC(=O)OCCOc1nn(C)c(NS(=O)(=O)c2ccccn2)c1-c1ccc(C)cc1, [Na+], C1COCCO1, [OH-]. Product: Cc1ccc(-c2c(OCCO)nn(C)c2NS(=O)(=O)c2ccccn2)cc1. As a reaction SMILES: [C:1](=[O:2])([CH3:3])[O:4][CH2:5][CH2:6][O:7][c:8]1[n:9][n:10]([CH3:30])[c:11]([NH:20][S:21](=[O:22])(=[O:23])[c:24]2[n:25][cH:26][cH:27][cH:28][cH:29]2)[c:12]1-[c:13]1[cH:14][cH:15][c:16]([CH3:19])[cH:17][cH:18]1.[Na+:32].[O:33]1[CH2:34][CH2:35][O:36][CH2:37][CH2:38]1.[OH-:31]>>[OH:4][CH2:5][CH2:6][O:7][c:8]1[n:9][n:10]([CH3:30])[c:11]([NH:20][S:21](=[O:22])(=[O:23])[c:24]2[n:25][cH:26][cH:27][cH:28][cH:29]2)[c:12]1-[c:13]1[cH:14][cH:15][c:16]([CH3:19])[cH:17][cH:18]1.